Dataset: the Open Reaction Database (ORD), a public repository of structured organic reaction records. Task: describe an organic reaction: reactants, conditions, products, and yield The reactants are O=C([O-])[O-], COC(=O)c1sc(Br)cc1N(C(=O)C1CCC(C)CC1)C(C)C, Cc1ccccc1, CO, Cc1ccccc1, OB(O)c1cccc(F)c1, [Na+], [Na+], c1ccc(P(c2ccccc2)(c2ccccc2)[Pd](P(c2ccccc2)(c2ccccc2)c2ccccc2)(P(c2ccccc2)(c2ccccc2)c2ccccc2)P(c2ccccc2)(c2ccccc2)c2ccccc2)cc1. Yields the product COC(=O)c1sc(-c2cccc(F)c2)cc1N(C(=O)C1CCC(C)CC1)C(C)C. RXN SMILES: [C:43](=[O:44])([O-:45])[O-:46].[CH3:11][O:12][C:13](=[O:14])[c:15]1[s:16][c:17]([Br:33])[cH:18][c:19]1[N:20]([C:21](=[O:22])[CH:23]1[CH2:24][CH2:25][CH:26]([CH3:29])[CH2:27][CH2:28]1)[CH:30]([CH3:31])[CH3:32].[CH3:34][c:35]1[cH:36][cH:37][cH:38][cH:39][cH:40]1.[CH3:41][OH:42].[CH3:49][c:50]1[cH:51][cH:52][cH:53][cH:54][cH:55]1.[F:1][c:2]1[cH:3][c:4]([B:8]([OH:9])[OH:10])[cH:5][cH:6][cH:7]1.[Na+:47].[Na+:48].[cH:56]1[cH:57][cH:58][c:59]([P:60]([Pd:61]([P:62]([c:63]2[cH:64][cH:65][cH:66][cH:67][cH:68]2)([c:69]2[cH:70][cH:71][cH:72][cH:73][cH:74]2)[c:75]2[cH:76][cH:77][cH:78][cH:79][cH:80]2)([P:81]([c:82]2[cH:83][cH:84][cH:85][cH:86][cH:87]2)([c:88]2[cH:89][cH:90][cH:91][cH:92][cH:93]2)[c:94]2[cH:95][cH:96][cH:97][cH:98][cH:99]2)[P:100]([c:101]2[cH:102][cH:103][cH:104][cH:105][cH:106]2)([c:107]2[cH:108][cH:109][cH:110][cH:111][cH:112]2)[c:113]2[cH:114][cH:115][cH:116][cH:117][cH:118]2)([c:119]2[cH:120][cH:121][cH:122][cH:123][cH:124]2)[c:125]2[cH:126][cH:127][cH:128][cH:129][cH:130]2)[cH:131][cH:132]1>>[F:1][c:2]1[cH:3][c:4](-[c:17]2[s:16][c:15]([C:13]([O:12][CH3:11])=[O:14])[c:19]([N:20]([C:21](=[O:22])[CH:23]3[CH2:24][CH2:25][CH:26]([CH3:29])[CH2:27][CH2:28]3)[CH:30]([CH3:31])[CH3:32])[cH:18]2)[cH:5][cH:6][cH:7]1. Reactants: CC(C)CC(N)C(=O)O, OCc1ccccc1. The product is CC(C)CC(N)C(=O)OCc1ccccc1. As a reaction SMILES: [NH2:1][CH:2]([CH2:3][CH:4]([CH3:5])[CH3:6])[C:7](=[O:8])[OH:9].[OH:10][CH2:11][c:12]1[cH:13][cH:14][cH:15][cH:16][cH:17]1>>[NH2:1][CH:2]([CH2:3][CH:4]([CH3:5])[CH3:6])[C:7]([O:8][CH2:11][c:12]1[cH:13][cH:14][cH:15][cH:16][cH:17]1)=[O:9]. The reactants are CN(C)C=O, O=C(Cl)C1CC1, [Cl-], O=c1nc(-c2cc(C(F)(F)F)ccn2)[nH]o1, [H-], [NH4+], [Na+]. Yields the product O=C(C1CC1)n1c(-c2cc(C(F)(F)F)ccn2)noc1=O. As a reaction SMILES: [CH3:27][N:28]([CH3:29])[CH:30]=[O:31].[CH:19]1([C:22](=[O:23])[Cl:24])[CH2:20][CH2:21]1.[Cl-:25].[F:3][C:4]([c:5]1[cH:6][c:7](-[c:11]2[nH:12][o:13][c:14](=[O:16])[n:15]2)[n:8][cH:9][cH:10]1)([F:17])[F:18].[H-:1].[NH4+:26].[Na+:2]>>[F:3][C:4]([c:5]1[cH:6][c:7](-[c:11]2[n:12][o:13][c:14](=[O:16])[n:15]2[C:22]([CH:19]2[CH2:20][CH2:21]2)=[O:23])[n:8][cH:9][cH:10]1)([F:17])[F:18]. Starting materials: example 1 ( b ), C(#N)C=1C=CC(=C(C(=O)O)C1)OC(C)C (5-cyano-2-isopropoxy-benzoic acid), N1(CCNCC1)C=1SC(=CN1)C#N (2-piperazin-1-yl-thiazole-5-carbonitrile). The product is C(#N)C=1C=CC(=C(C(=O)N2CCN(CC2)C=2SC(=CN2)C#N)C1)OC(C)C (2-[4-(5-Cyano-2-isopropoxy-benzoyl)-piperazin-1-yl]-thiazole-5-carbonitrile). The yield is 70.0%. RXN SMILES: [C:1]([C:3]1[CH:4]=[CH:5][C:6]([O:12][CH:13]([CH3:15])[CH3:14])=[C:7]([CH:11]=1)[C:8]([OH:10])=O)#[N:2].[N:16]1([C:22]2[S:23][C:24]([C:27]#[N:28])=[CH:25][N:26]=2)[CH2:21][CH2:20][NH:19][CH2:18][CH2:17]1>>[C:1]([C:3]1[CH:4]=[CH:5][C:6]([O:12][CH:13]([CH3:15])[CH3:14])=[C:7]([CH:11]=1)[C:8]([N:19]1[CH2:20][CH2:21][N:16]([C:22]2[S:23][C:24]([C:27]#[N:28])=[CH:25][N:26]=2)[CH2:17][CH2:18]1)=[O:10])#[N:2]. Procedure details: Prepared in analogy to example 1 (b) from 5-cyano-2-isopropoxy-benzoic acid (Example A28) and 2-piperazin-1-yl-thiazole-5-carbonitrile (Example 6(a)). The crude material was purified by chromatography (SiO2, ethyl acetate/heptane) to yield the title compound as a white solid (yield 70%). MS (m/e): 382.3 (M+H+, 100%). The reactants are NC1=C(C=CC=C1)N1C(SC(C1=O)CC(=O)O)NC1=CC=CC=C1 (N-(2-Aminophenyl)-2-(2-anilino-4-oxo-4,5-dihydro-1,3-thiazol-5-yl)acetic acid), CC#N (MeCN), [2H]C1=C(C(=C(C(=C1[2H])N)N)[2H])[2H] (O-phenylenediamine), Cl.CN(CCCN=C=NCC)C (1-[3-(dimethylamino)propyl]-3-ethylcarbodiimide hydrochloride). The solvent is C(Cl)Cl.CN(C)C=O (DCM DMF). Conditions: temperature 40 celsius, time 2 hour. Yields the product NC1=C(C=CC=C1)NC(CC1C(N=C(S1)NC1=CC=CC=C1)=O)=O (N-(2-Aminophenyl)-2-(2-anilino-4-oxo-4,5-dihydro-1,3-thiazol-5-yl)acetamide). As a reaction SMILES: NC1C=CC=CC=1[N:8]1[C:12](=[O:13])[CH:11]([CH2:14][C:15]([OH:17])=O)[S:10][CH:9]1[NH:18][C:19]1[CH:24]=[CH:23][CH:22]=[CH:21][CH:20]=1.[2H][C:26]1[C:31]([2H])=[C:30]([NH2:33])[C:29]([NH2:34])=[C:28]([2H])[C:27]=1[2H].Cl.CN(C)CCCN=C=NCC.CC#N>C(Cl)Cl.CN(C=O)C>[NH2:33][C:30]1[CH:31]=[CH:26][CH:27]=[CH:28][C:29]=1[NH:34][C:15](=[O:17])[CH2:14][CH:11]1[S:10][C:9]([NH:18][C:19]2[CH:20]=[CH:21][CH:22]=[CH:23][CH:24]=2)=[N:8][C:12]1=[O:13] |f:2.3,5.6|. Procedure: N-(2-Aminophenyl)-2-(2-anilino-4-oxo-4,5-dihydro-1,3-thiazol-5-yl)acetic acid, prepared using method 2 above, (30 mg, 1 eq) was dissolved in a mixture of DCM/DMF (2 mL/2 mL) and O-phenylenediamine (15 mg, 1.1 eq), and 1-[3-(dimethylamino)propyl]-3-ethylcarbodiimide hydrochloride (EDC, 30 mg, 1.3 eq) were then added sequentially. The reaction mixture was stirred 40° C. for 2 h. Separated between DCM and H2O, the organic layer concentrated to give a crude orange brown oil used directly in the next...